This data is from the Open Reaction Database (ORD), a public repository of structured organic reaction records. The task is: describe an organic reaction: reactants, conditions, products, and yield Starting materials: N1(N=NC2=C1C=CC=C2)OC=2C=NN(C(C2)=O)C(C(=O)NC2=NN(C=C2)C[C@H]2OC(OC2)(C)C)CC2CCCC2 (2-[4-(benzotriazol-1-yloxy)-6-oxo-6H-pyridazin-1-yl]-3-cyclopentyl-N-[1-((R)-2,2-dimethyl-[1,3]dioxolan-4-ylmethyl)-1H-pyrazol-3-yl]-propionamide), ClC1=C(C=CC=C1)O (2-chloro-phenol). Product: ClC1=C(OC=2C=NN(C(C2)=O)C(C(=O)NC2=NN(C=C2)C[C@H]2OC(OC2)(C)C)CC2CCCC2)C=CC=C1 (2-[4-(2-chloro-phenoxy)-6-oxo-6H-pyridazin-1-yl]-3-cyclopentyl-N-[1-((R)-2,2-dimethyl-[1,3]dioxolan-4-ylmethyl)-1H-pyrazol-3-yl]-propionamide). As a reaction SMILES: N1([O:10][C:11]2[CH:12]=[N:13][N:14]([CH:18]([CH2:35][CH:36]3[CH2:40][CH2:39][CH2:38][CH2:37]3)[C:19]([NH:21][C:22]3[CH:26]=[CH:25][N:24]([CH2:27][C@@H:28]4[CH2:32][O:31][C:30]([CH3:34])([CH3:33])[O:29]4)[N:23]=3)=[O:20])[C:15](=[O:17])[CH:16]=2)C2C=CC=CC=2N=N1.[Cl:41][C:42]1[CH:47]=[CH:46][CH:45]=[CH:44][C:43]=1O>>[Cl:41][C:42]1[CH:47]=[CH:46][CH:45]=[CH:44][C:43]=1[O:10][C:11]1[CH:12]=[N:13][N:14]([CH:18]([CH2:35][CH:36]2[CH2:37][CH2:38][CH2:39][CH2:40]2)[C:19]([NH:21][C:22]2[CH:26]=[CH:25][N:24]([CH2:27][C@@H:28]3[CH2:32][O:31][C:30]([CH3:34])([CH3:33])[O:29]3)[N:23]=2)=[O:20])[C:15](=[O:17])[CH:16]=1. Procedure: Using the method described in Example 126, Step 1, 2-[4-(benzotriazol-1-yloxy)-6-oxo-6H-pyridazin-1-yl]-3-cyclopentyl-N-[1-((R)-2,2-dimethyl-[1,3]dioxolan-4-ylmethyl)-1H-pyrazol-3-yl]-propionamide (Example 114, Step 1) and 2-chloro-phenol afforded 2-[4-(2-chloro-phenoxy)-6-oxo-6H-pyridazin-1-yl]-3-cyclopentyl-N-[1-((R)-2,2-dimethyl-[1,3]dioxolan-4-ylmethyl)-1H-pyrazol-3-yl]-propionamide as a white solid as a mixture of diastereomers (99.4 mg, 80%); ES+-HRMS m/e calcd for C27H32N5O5Cl [M+H+] 542.... The reactants are BrC1=C(N=C(S1)C)C(Cl)Cl (5-bromo-4-(dichloromethyl)-2-methyl-1,3-thiazole), C([O-])(O)=O.[Na+] (sodium bicarbonate). The solvent is CCOC(=O)C (EtOAc), C(C)O (ethanol). Reaction conditions: temperature 80 celsius, time 8 hour. Product: BrC1=C(N=C(S1)C)C(=O)O (5-bromo-2-methyl-1,3-thiazole-4-carboxylic acid). RXN SMILES: [Br:1][C:2]1[S:6][C:5]([CH3:7])=[N:4][C:3]=1C(Cl)Cl.[C:11](=[O:14])(O)[O-:12].[Na+]>C(O)C.CCOC(C)=O>[Br:1][C:2]1[S:6][C:5]([CH3:7])=[N:4][C:3]=1[C:11]([OH:12])=[O:14] |f:1.2|. Reported procedure: To a solution of 5-bromo-4-(dichloromethyl)-2-methyl-1,3-thiazole (7.58 g, 29.0 mmol) in ethanol (180.0 mL) was added saturated aqueous sodium bicarbonate (60.0 mL) and the system was stirred at 80° C. overnight. The mixture was then cooled to room temperature, diluted with EtOAc, extracted with water, dried over sodium sulfate and concentrated. The crude reaction mixture was purified using normal phase conditions (0%→÷30% EtOAc: hexanes) to afford a mixture of the desired compound and an acetal... Reactants: product, CN1CCNCC1 (N-methylpiperazine), ON1N=NC2=C1C=CC=C2 (1-hydroxybenzotriazole), Cl.CN(CCCN=C=NCC)C (1-(3-dimethylaminopropyl)-3-ethylcarbodiimide hydrochloride), CN(C)C=O (DMF). Run at time 18 hour. Product: Cl.CN1CCN(CC1)C(=O)C1=CC(=CC=C1)N (1-Methyl-4-(3'-Aminophenylcarbonyl)Piperazine Hydrochloride). As a reaction SMILES: [CH3:1][N:2]1[CH2:7][CH2:6][NH:5][CH2:4][CH2:3]1.O[N:9]1[C:13]2[CH:14]=[CH:15][CH:16]=[CH:17][C:12]=2N=N1.[ClH:18].CN(C)CCCN=C=NCC.CN([CH:33]=[O:34])C>>[ClH:18].[CH3:1][N:2]1[CH2:7][CH2:6][N:5]([C:33]([C:17]2[CH:16]=[CH:15][CH:14]=[C:13]([NH2:9])[CH:12]=2)=[O:34])[CH2:4][CH2:3]1 |f:2.3,5.6|. Procedure: Dissolve 3.0 g of the product of Preparation 3, 1.3 g of N-methylpiperazine, 1.9 g of 1-hydroxybenzotriazole and 2.7 g of 1-(3-dimethylaminopropyl)-3-ethylcarbodiimide hydrochloride in 10 ml of DMF. Stir for 18 hrs. and then concentrate in vacuo. Dissolve the resultant residue in 100 ml of ethyl acetate, wash with 20 ml of 1N NaHCO3 solution, and 20 ml of saturated sodium chloride solution. Dry the organic layer over MgSO4, filter and concentrate in vacuo. Dissolve 1.68 g of this residue in 10 m... Starting materials: [O-]Cl=O.[Na+] (NaClO2), NaH2PO4 H2O, ClC=1N=C(N(C1C=O)COCC[Si](C)(C)C)CO[Si](C)(C)C(C)(C)C (4-chloro-2-({[(1,1-dimethylethyl)(dimethyl)silyl]oxy}methyl)-1-({[2-(trimethylsilyl)ethyl]oxy}methyl)-1H-imidazole-5-carbaldehyde), CC(C)=CC (2-methyl-2-butene), CC(C)(C)O (tBuOH). The solvent is O (H2O), C1CCOC1 (THF). Reaction conditions: time 8 hour. Yields the product ClC=1N=C(N(C1C(=O)O)COCC[Si](C)(C)C)CO[Si](C)(C)C(C)(C)C (4-Chloro-2-({[(1,1-dimethylethyl)(dimethyl)silyl]oxy}methyl)-1-({[2-(trimethylsilyl)ethyl]oxy}methyl)-1H-imidazole-5-carboxylic acid). The yield is 99.0%. RXN SMILES: [O-]Cl=O.[Na+].[Cl:5][C:6]1[N:7]=[C:8]([CH2:21][O:22][Si:23]([C:26]([CH3:29])([CH3:28])[CH3:27])([CH3:25])[CH3:24])[N:9]([CH2:13][O:14][CH2:15][CH2:16][Si:17]([CH3:20])([CH3:19])[CH3:18])[C:10]=1[CH:11]=[O:12].CC(=CC)C.CC([OH:39])(C)C>O.C1COCC1>[Cl:5][C:6]1[N:7]=[C:8]([CH2:21][O:22][Si:23]([C:26]([CH3:29])([CH3:28])[CH3:27])([CH3:25])[CH3:24])[N:9]([CH2:13][O:14][CH2:15][CH2:16][Si:17]([CH3:20])([CH3:19])[CH3:18])[C:10]=1[C:11]([OH:39])=[O:12] |f:0.1|. Procedure details: A solution of NaClO2 (1.55 g, 17 mmol) and NaH2PO4 H2O (1.42 g, 10.3 mmol) in H2O was added to a mixture of 4-chloro-2-({[(1,1-dimethylethyl)(dimethyl)silyl]oxy}methyl)-1-({[2-(trimethylsilyl)ethyl]oxy}methyl)-1H-imidazole-5-carbaldehyde (694 mg, 1.7 mmol), 2-methyl-2-butene (10.8 mL, 21.5 mmol, 2 M in THF), and tBuOH (1.33 mL) in THF (5.5 mL) at room temperature. The mixture was stirred overnight and separated and the aqueous layer was extracted with EtOAc. The combined extracts were dried over... Reactants: COCCOC(=O)Cl, Cl, Nc1ccc2c(ccn2-c2ccc(NC(=O)N(O)c3ccc(Cl)c(C(F)(F)F)c3)cc2)c1. The product is COCCOC(=O)Nc1ccc2c(ccn2-c2ccc(NC(=O)N(O)c3ccc(Cl)c(C(F)(F)F)c3)cc2)c1. RXN SMILES: [Cl:34][C:35](=[O:36])[O:37][CH2:38][CH2:39][O:40][CH3:41].[ClH:1].[NH2:2][c:3]1[cH:4][c:5]2[cH:6][cH:7][n:8](-[c:12]3[cH:13][cH:14][c:15]([NH:18][C:19](=[O:20])[N:21]([OH:22])[c:23]4[cH:24][c:25]([C:30]([F:31])([F:32])[F:33])[c:26]([Cl:29])[cH:27][cH:28]4)[cH:16][cH:17]3)[c:9]2[cH:10][cH:11]1>>[NH:2]([c:3]1[cH:4][c:5]2[cH:6][cH:7][n:8](-[c:12]3[cH:13][cH:14][c:15]([NH:18][C:19](=[O:20])[N:21]([OH:22])[c:23]4[cH:24][c:25]([C:30]([F:31])([F:32])[F:33])[c:26]([Cl:29])[cH:27][cH:28]4)[cH:16][cH:17]3)[c:9]2[cH:10][cH:11]1)[C:35](=[O:36])[O:37][CH2:38][CH2:39][O:40][CH3:41]. Starting materials: COC(=O)C1=C(C=2N(N(C1=O)CC1=CC=C(C=C1)Cl)C=C(C2)Cl)O (6-chloro-4-hydroxy-2-oxo-1-(4-chloro-benzyl)-1,2-dihydro-pyrrolo[1,2-b]pyridazine-3-carboxylic acid methyl ester), NCC(=O)[O-].[Na+] (sodium glycinate). The product is ClC=1C=C2N(N(C(C(=C2O)C(=O)NCC(=O)O)=O)CC2=CC=C(C=C2)Cl)C1 ({[6-Chloro-4-hydroxy-2-oxo-1-(4-chloro-benzyl)-1,2-dihydro-pyrrolo[1,2-b]pyridazine-3-carbonyl]-amino}-acetic acid). RXN SMILES: CO[C:3]([C:5]1[C:10](=[O:11])[N:9]([CH2:12][C:13]2[CH:18]=[CH:17][C:16]([Cl:19])=[CH:15][CH:14]=2)[N:8]2[CH:20]=[C:21]([Cl:23])[CH:22]=[C:7]2[C:6]=1[OH:24])=[O:4].[NH2:25][CH2:26][C:27]([O-:29])=[O:28].[Na+]>>[Cl:23][C:21]1[CH:22]=[C:7]2[C:6]([OH:24])=[C:5]([C:3]([NH:25][CH2:26][C:27]([OH:29])=[O:28])=[O:4])[C:10](=[O:11])[N:9]([CH2:12][C:13]3[CH:18]=[CH:17][C:16]([Cl:19])=[CH:15][CH:14]=3)[N:8]2[CH:20]=1 |f:1.2|. Procedure details: Prepared according to the glycinolysis condition used in Example 1 step d) from 6-chloro-4-hydroxy-2-oxo-1-(4-chloro-benzyl)-1,2-dihydro-pyrrolo[1,2-b]pyridazine-3-carboxylic acid methyl ester (1.0 eq.) and sodium glycinate (15 eq.). ESI (m/z): 410 (M+H)+. The reactants are FC1=C(C=CC=C1)C1=CN(C=2N=CN=C(C21)N[C@@H](C)C2=NN1C(C(N2C2=CC=CC=C2)=O)=C(C=C1)C)COCC[Si](C)(C)C ((S)-2-(1-((5-(2-Fluorophenyl)-7-((2-(trimethylsilyl)ethoxy)methyl)-7H-pyrrolo[2,3-d]pyrimidin-4-yl)amino)ethyl)-5-methyl-3-phenylpyrrolo[2,1-f][1,2,4]triazin-4(3H)-one), FC(C(=O)O)(F)F (trifluoroacetic acid), N (ammonia). The product is FC1=C(C=CC=C1)C1=CNC=2N=CN=C(C21)N[C@@H](C)C2=NN1C(C(N2C2=CC=CC=C2)=O)=C(C=C1)C ((S)-2-(1-((5-(2-Fluorophenyl)-7H-pyrrolo[2,3-d]pyrimidin-4-yl)amino)ethyl)-5-methyl-3-phenylpyrrolo[2,1-f][1,2,4]triazin-4(3H)-one). The yield is 52.1%. Reaction SMILES: [F:1][C:2]1[CH:7]=[CH:6][CH:5]=[CH:4][C:3]=1[C:8]1[C:16]2[C:15]([NH:17][C@H:18]([C:20]3[N:25]([C:26]4[CH:31]=[CH:30][CH:29]=[CH:28][CH:27]=4)[C:24](=[O:32])[C:23]4=[C:33]([CH3:36])[CH:34]=[CH:35][N:22]4[N:21]=3)[CH3:19])=[N:14][CH:13]=[N:12][C:11]=2[N:10](COCC[Si](C)(C)C)[CH:9]=1.FC(F)(F)C(O)=O.N>>[F:1][C:2]1[CH:7]=[CH:6][CH:5]=[CH:4][C:3]=1[C:8]1[C:16]2[C:15]([NH:17][C@H:18]([C:20]3[N:25]([C:26]4[CH:31]=[CH:30][CH:29]=[CH:28][CH:27]=4)[C:24](=[O:32])[C:23]4=[C:33]([CH3:36])[CH:34]=[CH:35][N:22]4[N:21]=3)[CH3:19])=[N:14][CH:13]=[N:12][C:11]=2[NH:10][CH:9]=1. Procedure: (S)-2-(1-((5-(2-Fluorophenyl)-7-((2-(trimethylsilyl)ethoxy)methyl)-7H-pyrrolo[2,3-d]pyrimidin-4-yl)amino)ethyl)-5-methyl-3-phenylpyrrolo[2,1-f][1,2,4]triazin-4(3H)-one (35 mg, 0.06 mmol) was treated with trifluoroacetic acid (600 μl, 7.79 mmol) and a solution of ammonia (7N in methanol, 600 μl, 4.2 mmol) according to the method described in Example 27 to give 15 mg (54% yield) of the title compound as a white solid. Purity 89%.